This data is from the Open Reaction Database (ORD), a public repository of structured organic reaction records. The task is: describe an organic reaction: reactants, conditions, products, and yield Reactants: CCO, N#CCc1ccc(Cl)c(Cl)c1, [NH4+], [OH-]. Product: NCCc1ccc(Cl)c(Cl)c1. RXN SMILES: [CH3:14][CH2:15][OH:16].[Cl:1][c:2]1[cH:3][c:4]([CH2:9][C:10]#[N:11])[cH:5][cH:6][c:7]1[Cl:8].[NH4+:13].[OH-:12]>>[Cl:1][c:2]1[cH:3][c:4]([CH2:9][CH2:10][NH2:11])[cH:5][cH:6][c:7]1[Cl:8]. RXN SMILES: [CH2:1]([CH2:2][CH3:3])[c:4]1[cH:5][cH:6][c:7]([OH:10])[cH:8][cH:9]1.[CH3:17][C:18]([Cl:19])=[O:20].[Cl:21][CH2:22][Cl:23].[cH:11]1[cH:12][cH:13][n:14][cH:15][cH:16]1>>[CH2:1]([CH2:2][CH3:3])[c:4]1[cH:5][cH:6][c:7]([O:10][C:18]([CH3:17])=[O:20])[cH:8][cH:9]1. Product: CCCc1ccc(OC(C)=O)cc1. Reactants: CCCc1ccc(O)cc1, CC(=O)Cl, ClCCl, c1ccncc1. The reactants are N1=C(OC2=CC=CC(=C12)C)C. The reagents and catalysts are O1B(OC(C)(C)C1(C)C)B2OC(C)(C)C(O2)(C)C, N=1C=C(C(=C2C=CC3=C(N=CC(=C3C)C)C12)C)C, C[OH2+].C[OH2+].C1CC=CCCC=C1.C1CC=CCCC=C1.[Ir].[Ir]. Run in O1CCCC1. Run at temperature 25 celsius, time 25 hour. Product: N1=C(OC=2C1=C(C=CC2B3OC(C)(C)C(O3)(C)C)C)C. The yield is 84.0%. Starting materials: CCOC(=O)c1ccn(-c2cnc(Nc3cnc(C#N)cn3)cc2NCC2CCCN(C(=O)OC(C)(C)C)C2)c1, CCO, [K+], [OH-]. Yields the product CC(C)(C)OC(=O)N1CCCC(CNc2cc(Nc3cnc(C#N)cn3)ncc2-n2ccc(C(=O)O)c2)C1. Reaction SMILES: [C:1](#[N:2])[c:3]1[n:4][cH:5][c:6]([NH:9][c:10]2[n:11][cH:12][c:13](-[n:31]3[cH:32][c:33]([C:36](=[O:37])[O:38][CH2:39][CH3:40])[cH:34][cH:35]3)[c:14]([NH:16][CH2:17][CH:18]3[CH2:19][N:20]([C:24](=[O:25])[O:26][C:27]([CH3:28])([CH3:29])[CH3:30])[CH2:21][CH2:22][CH2:23]3)[cH:15]2)[n:7][cH:8]1.[CH3:43][CH2:44][OH:45].[K+:42].[OH-:41]>>[C:1](#[N:2])[c:3]1[n:4][cH:5][c:6]([NH:9][c:10]2[n:11][cH:12][c:13](-[n:31]3[cH:32][c:33]([C:36](=[O:37])[OH:38])[cH:34][cH:35]3)[c:14]([NH:16][CH2:17][CH:18]3[CH2:19][N:20]([C:24](=[O:25])[O:26][C:27]([CH3:28])([CH3:29])[CH3:30])[CH2:21][CH2:22][CH2:23]3)[cH:15]2)[n:7][cH:8]1. Product: NS(=O)(=O)CCC1CC(n2ccc3c(NC4CCc5ccccc54)ncnc32)CC1O. Reaction SMILES: [C:1]([Si:2]([CH3:3])([CH3:4])[O:6][CH:7]1[CH:8]([CH2:31][CH2:32][S:33](=[O:34])(=[O:35])[NH2:36])[CH2:9][CH:10]([n:12]2[cH:13][cH:14][c:15]3[c:16]2[n:17][cH:18][n:19][c:20]3[NH:21][CH:22]2[CH2:23][CH2:24][c:25]3[cH:26][cH:27][cH:28][cH:29][c:30]32)[CH2:11]1)([CH3:5])([CH3:37])[CH3:38].[CH2:40]([N+:41]([CH2:42][CH2:43][CH2:44][CH3:45])([CH2:46][CH2:47][CH2:48][CH3:49])[CH2:50][CH2:51][CH2:52][CH3:53])[CH2:54][CH2:55][CH3:56].[F-:39].[O:57]1[CH2:58][CH2:59][CH2:60][CH2:61]1>>[OH:6][CH:7]1[CH:8]([CH2:31][CH2:32][S:33](=[O:34])(=[O:35])[NH2:36])[CH2:9][CH:10]([n:12]2[cH:13][cH:14][c:15]3[c:16]2[n:17][cH:18][n:19][c:20]3[NH:21][CH:22]2[CH2:23][CH2:24][c:25]3[cH:26][cH:27][cH:28][cH:29][c:30]32)[CH2:11]1. Starting materials: CC(C)(C)[Si](C)(C)OC1CC(n2ccc3c(NC4CCc5ccccc54)ncnc32)CC1CCS(N)(=O)=O, CCCC[N+](CCCC)(CCCC)CCCC, [F-], C1CCOC1. Starting materials: ClC1=CC=C(CN2C(=CC3=CC(=CC=C23)O)CC(C(=O)O)(C)C)C=C1 (3-[1-(4-Chlorobenzyl)-5-hydroxyindol-2-yl]-2,2-dimethylpropanoic acid), [N+](=[N-])=C (diazomethane). Solvent: CCOCC (Et2O), CCOCC (Et2O). Product: ClC1=CC=C(CN2C(=CC3=CC(=CC=C23)O)CC(C(=O)OC)(C)C)C=C1 (Methyl 3-[1-(4-chlorobenzyl)-5-hydroxyindol-2-yl]-2,2-dimethylpropanoate). RXN SMILES: [Cl:1][C:2]1[CH:25]=[CH:24][C:5]([CH2:6][N:7]2[C:15]3[C:10](=[CH:11][C:12]([OH:16])=[CH:13][CH:14]=3)[CH:9]=[C:8]2[CH2:17][C:18]([CH3:23])([CH3:22])[C:19]([OH:21])=[O:20])=[CH:4][CH:3]=1.[N+](=[CH2:28])=[N-]>CCOCC>[Cl:1][C:2]1[CH:25]=[CH:24][C:5]([CH2:6][N:7]2[C:15]3[C:10](=[CH:11][C:12]([OH:16])=[CH:13][CH:14]=3)[CH:9]=[C:8]2[CH2:17][C:18]([CH3:23])([CH3:22])[C:19]([O:21][CH3:28])=[O:20])=[CH:4][CH:3]=1. Procedure: The acid from Step 1 (0.84 g) was dissolved in 10 mL of Et2O and a solution of diazomethane in Et2O was added portionwise until all the acid had been consumed. Excess diazomethane was removed by addition of 1 mL HOAc, the solvent was then removed and the residue chromatographed (hexane/EtOAc 4:1) to give the title compound.